Dataset: the Open Reaction Database (ORD), a public repository of structured organic reaction records. Task: describe an organic reaction: reactants, conditions, products, and yield The reactants are CCO, COc1nc(Cl)cc(Cl)n1, [Na+], O=C([O-])O, NCC1Cc2ccccc2O1, O. The product is COc1nc(Cl)cc(NCC2Cc3ccccc3O2)n1. Reaction SMILES: [CH3:27][CH2:28][OH:29].[Cl:1][c:2]1[n:3][c:4]([O:9][CH3:10])[n:5][c:6]([Cl:8])[cH:7]1.[Na+:26].[O-:22][C:23]([OH:24])=[O:25].[O:11]1[CH:12]([CH2:20][NH2:21])[CH2:13][c:14]2[c:15]1[cH:16][cH:17][cH:18][cH:19]2.[OH2:30]>>[c:2]1([NH:21][CH2:20][CH:12]2[O:11][c:15]3[c:14]([cH:19][cH:18][cH:17][cH:16]3)[CH2:13]2)[n:3][c:4]([O:9][CH3:10])[n:5][c:6]([Cl:8])[cH:7]1. Starting materials: O=C1CCC(=O)N1Br, CCOCC, CC(C)CC(O)C(O)CC(C(=O)O)C(C)C, c1ccc(P(c2ccccc2)c2ccccc2)cc1, c1ccccc1. Yields the product CC(C)CC(Br)C(O)CC(C(=O)O)C(C)C. RXN SMILES: [Br:36][N:37]1[C:38](=[O:39])[CH2:40][CH2:41][C:42]1=[O:43].[CH3:50][CH2:51][O:52][CH2:53][CH3:54].[OH:1][CH:2]([CH2:3][CH:4]([C:5](=[O:6])[OH:7])[CH:8]([CH3:9])[CH3:10])[CH:11]([CH2:12][CH:13]([CH3:14])[CH3:15])[OH:16].[c:17]1([P:18]([c:19]2[cH:20][cH:21][cH:22][cH:23][cH:24]2)[c:25]2[cH:26][cH:27][cH:28][cH:29][cH:30]2)[cH:31][cH:32][cH:33][cH:34][cH:35]1.[cH:44]1[cH:45][cH:46][cH:47][cH:48][cH:49]1>>[OH:1][CH:2]([CH2:3][CH:4]([C:5](=[O:6])[OH:7])[CH:8]([CH3:9])[CH3:10])[CH:11]([CH2:12][CH:13]([CH3:14])[CH3:15])[Br:36]. Reactants: [H][H] (hydrogen), [N+](=O)([O-])C1=CC=C(OP2(=NP(=NP(=N2)(OC2=CC=CC=C2)OC2=CC=C(C=C2)[N+](=O)[O-])(OC2=CC=CC=C2)OC2=CC=C(C=C2)[N+](=O)[O-])OC2=CC=CC=C2)C=C1 (tris(4-nitrophenoxy)tris(phenoxy)cyclotriphosphazene), CCCCCC (n-hexane). Reagents/catalysts: [Pt]=O (platinum oxide). Run in NC1=CC=CC=C1 (aniline). Run at temperature 50 celsius. The product is NC1=CC=C(OP2(=NP(=NP(=N2)(OC2=CC=CC=C2)OC2=CC=C(C=C2)N)(OC2=CC=CC=C2)OC2=CC=C(C=C2)N)OC2=CC=CC=C2)C=C1 (tris(4-aminophenoxy)tris(phenoxy)cyclotriphosphazene). Isolated yield 70.1%. Reaction SMILES: [N+:1]([C:4]1[CH:57]=[CH:56][C:7]([O:8][P:9]2([O:49][C:50]3[CH:55]=[CH:54][CH:53]=[CH:52][CH:51]=3)[N:14]=[P:13]([O:22][C:23]3[CH:28]=[CH:27][C:26]([N+:29]([O-])=O)=[CH:25][CH:24]=3)([O:15][C:16]3[CH:21]=[CH:20][CH:19]=[CH:18][CH:17]=3)[N:12]=[P:11]([O:39][C:40]3[CH:45]=[CH:44][C:43]([N+:46]([O-])=O)=[CH:42][CH:41]=3)([O:32][C:33]3[CH:38]=[CH:37][CH:36]=[CH:35][CH:34]=3)[N:10]=2)=[CH:6][CH:5]=1)([O-])=O.[H][H].CCCCCC>NC1C=CC=CC=1.[Pt]=O>[NH2:1][C:4]1[CH:57]=[CH:56][C:7]([O:8][P:9]2([O:49][C:50]3[CH:55]=[CH:54][CH:53]=[CH:52][CH:51]=3)[N:14]=[P:13]([O:22][C:23]3[CH:24]=[CH:25][C:26]([NH2:29])=[CH:27][CH:28]=3)([O:15][C:16]3[CH:21]=[CH:20][CH:19]=[CH:18][CH:17]=3)[N:12]=[P:11]([O:39][C:40]3[CH:45]=[CH:44][C:43]([NH2:46])=[CH:42][CH:41]=3)([O:32][C:33]3[CH:38]=[CH:37][CH:36]=[CH:35][CH:34]=3)[N:10]=2)=[CH:6][CH:5]=1. Reported procedure: A 250-ml heater-equipped autoclave pressure bottle was charged with a solution of 20 (16.0 g) in aniline (40 ml), containing catalyst platinum oxide (0.075 g). The mixture was agitated vigorously at 50° C. and 60 psi of hydrogen until no further pressure drop was observed (3-4 h). The reaction mixture was filtered and concentrated under reduced pressure to 10 ml and poured slowly into hexane. The hexane was decanted off. The light brown paste was then extracted with hot hexane until the macerati... Reactants: [Br-], C1CCOC1, COC(=O)c1c(-c2ccc(C=O)cc2)c2cc(Cl)ccc2c(=O)n1Cc1ccc(S(C)(=O)=O)cc1, C[Mg+], [K+], O=S(=O)([O-])O. Yields the product COC(=O)c1c(-c2ccc(C(C)O)cc2)c2cc(Cl)ccc2c(=O)n1Cc1ccc(S(C)(=O)=O)cc1. RXN SMILES: [Br-:36].[CH2:45]1[O:46][CH2:47][CH2:48][CH2:49]1.[CH3:1][O:2][C:3](=[O:4])[c:5]1[n:6]([CH2:25][c:26]2[cH:27][cH:28][c:29]([S:32](=[O:33])(=[O:34])[CH3:35])[cH:30][cH:31]2)[c:7](=[O:24])[c:8]2[cH:9][cH:10][c:11]([Cl:23])[cH:12][c:13]2[c:14]1-[c:15]1[cH:16][cH:17][c:18]([CH:21]=[O:22])[cH:19][cH:20]1.[CH3:37][Mg+:38].[K+:44].[S:39]([O-:40])([OH:41])(=[O:42])=[O:43]>>[CH3:1][O:2][C:3](=[O:4])[c:5]1[n:6]([CH2:25][c:26]2[cH:27][cH:28][c:29]([S:32](=[O:33])(=[O:34])[CH3:35])[cH:30][cH:31]2)[c:7](=[O:24])[c:8]2[cH:9][cH:10][c:11]([Cl:23])[cH:12][c:13]2[c:14]1-[c:15]1[cH:16][cH:17][c:18]([CH:21]([OH:22])[CH3:37])[cH:19][cH:20]1.